This data is from the Open Reaction Database (ORD), a public repository of structured organic reaction records. The task is: describe an organic reaction: reactants, conditions, products, and yield The reactants are FC1=CC=C(CN)C=C1 (4-fluorobenzylamine), C1(CC1)CCOC1=CC(N(C=C1)C=1SC(=C(N1)C)C(=O)O)=O (2-(4-(2-cyclopropylethoxy)-2-oxopyridin-1(2H)-yl)-4-methylthiazole-5-carboxylic acid). Product: C1(CC1)CCOC1=CC(N(C=C1)C=1SC(=C(N1)C)C(=O)NCC1=CC=C(C=C1)F)=O (2-(4-(2-Cyclopropylethoxy)-2-oxopyridin-1(2H)-yl)-N-(4-fluorobenzyl)-4-methylthiazole-5-carboxamide). The yield is 30.0%. As a reaction SMILES: [F:1][C:2]1[CH:9]=[CH:8][C:5]([CH2:6][NH2:7])=[CH:4][CH:3]=1.[CH:10]1([CH2:13][CH2:14][O:15][C:16]2[CH:21]=[CH:20][N:19]([C:22]3[S:23][C:24]([C:28](O)=[O:29])=[C:25]([CH3:27])[N:26]=3)[C:18](=[O:31])[CH:17]=2)[CH2:12][CH2:11]1>>[CH:10]1([CH2:13][CH2:14][O:15][C:16]2[CH:21]=[CH:20][N:19]([C:22]3[S:23][C:24]([C:28]([NH:7][CH2:6][C:5]4[CH:8]=[CH:9][C:2]([F:1])=[CH:3][CH:4]=4)=[O:29])=[C:25]([CH3:27])[N:26]=3)[C:18](=[O:31])[CH:17]=2)[CH2:12][CH2:11]1. Reported procedure: Following the procedure as described in Example 1, making variations only as required to use 4-fluorobenzylamine in place of benzylamine to react with 2-(4-(2-cyclopropylethoxy)-2-oxopyridin-1(2H)-yl)-4-methylthiazole-5-carboxylic acid, the title compound was obtained as a colorless solid in 30% yield: mp 172-174° C. (ethyl acetate); 1H NMR (300 MHz, CDCl3) δ 8.64 (d, J=8.1 Hz, 1H), 8.32-8.27 (m, 2H), 7.05-7.00 (m, 2H), 6.17-6.08 (m, 2H), 5.97 (t, J=2.5 Hz, 1H), 4.54 (d, J=5.7 Hz, 2H), 4.03 (t, ... The reactants are O=S(=O)(Cc1ccc(F)cc1)c1ccc(F)c(Cl)c1, O=C(O)Cc1cc(O)cc(C(F)(F)F)c1. Product: O=C(O)Cc1cc(Oc2ccc(S(=O)(=O)Cc3ccc(F)cc3)cc2Cl)cc(C(F)(F)F)c1. RXN SMILES: [Cl:16][c:17]1[c:18]([F:34])[cH:19][cH:20][c:21]([S:23](=[O:24])(=[O:25])[CH2:26][c:27]2[cH:28][cH:29][c:30]([F:33])[cH:31][cH:32]2)[cH:22]1.[OH:1][c:2]1[cH:3][c:4]([CH2:12][C:13](=[O:14])[OH:15])[cH:5][c:6]([C:8]([F:9])([F:10])[F:11])[cH:7]1>>[O:1]([c:2]1[cH:3][c:4]([CH2:12][C:13](=[O:14])[OH:15])[cH:5][c:6]([C:8]([F:9])([F:10])[F:11])[cH:7]1)[c:18]1[c:17]([Cl:16])[cH:22][c:21]([S:23](=[O:24])(=[O:25])[CH2:26][c:27]2[cH:28][cH:29][c:30]([F:33])[cH:31][cH:32]2)[cH:20][cH:19]1. Starting materials: O=C1CNc2ncc(Br)cc2CN1, C=CC(=O)OC(C)(C)C, CC(=O)[O-], CC(=O)[O-], CCN(C(C)C)C(C)C, CN(C)C=O, [Pd+2]. Product: CC(C)(C)OC(=O)C=Cc1cnc2c(c1)CNC(=O)CN2. As a reaction SMILES: [Br:1][c:2]1[cH:3][c:4]2[c:5]([n:12][cH:13]1)[NH:6][CH2:7][C:8](=[O:11])[NH:9][CH2:10]2.[C:14]([CH:15]=[CH2:16])(=[O:17])[O:18][C:19]([CH3:20])([CH3:21])[CH3:22].[C:37]([O-:38])(=[O:39])[CH3:40].[C:42]([O-:43])(=[O:44])[CH3:45].[CH:23]([N:24]([CH:25]([CH3:26])[CH3:27])[CH2:28][CH3:29])([CH3:30])[CH3:31].[O:32]=[CH:33][N:34]([CH3:35])[CH3:36].[Pd+2:41]>>[c:2]1([CH:16]=[CH:15][C:14](=[O:17])[O:18][C:19]([CH3:20])([CH3:21])[CH3:22])[cH:3][c:4]2[c:5]([n:12][cH:13]1)[NH:6][CH2:7][C:8](=[O:11])[NH:9][CH2:10]2. Starting materials: C12(CCCC(CCC1)(C2)C(=O)OC)C(=O)OC (dimethyl bicyclo[3.3.1]nonane-1,5-dicarboxylate), Ba(OH)2.8H2O. The solvent is C(C)O (ethanol), O (H2O). Yields the product COC(=O)C12CCCC(CCC1)(C2)C(=O)O (5-(methoxycarbonyl)bicyclo[3.3.1]nonane-1-carboxylic acid). Isolated yield 21.6%. As a reaction SMILES: [C:1]12([C:14]([O:16]C)=[O:15])[CH2:9][C:5]([C:10]([O:12][CH3:13])=[O:11])([CH2:6][CH2:7][CH2:8]1)[CH2:4][CH2:3][CH2:2]2>C(O)C.O>[CH3:13][O:12][C:10]([C:5]12[CH2:9][C:1]([C:14]([OH:16])=[O:15])([CH2:8][CH2:7][CH2:6]1)[CH2:2][CH2:3][CH2:4]2)=[O:11]. Procedure: A solution of dimethyl bicyclo[3.3.1]nonane-1,5-dicarboxylate (8.32 g, 36.8 mmol) and Ba(OH)2.8H2O (5.80 g, 18.4 mmol) in ethanol (40 mL) and H2O (10 mL) was refluxed overnight. After cooled to room temperature, the mixture was concentrated under reduced pressure. The resulting residue was added diluted with water (100 mL) and extracted with diethyl ether (3×200 mL). The combined organic layer was washed with brine (100 mL), dried over sodium sulfate and concentrated under reducer pressure to re... The reactants are [CH2]C, CC(=O)[O-], COC(=O)c1cc([N+](=O)[O-])ccc1F, [Na+], [OH-], O, O, Cl[Sn]Cl. Product: COC(=O)c1cc(N)ccc1F. As a reaction SMILES: [CH2:26][CH3:27].[CH3:15][C:16](=[O:17])[O-:18].[F:1][c:2]1[c:3]([C:4](=[O:5])[O:6][CH3:7])[cH:8][c:9]([N+:12]([O-:13])=[O:14])[cH:10][cH:11]1.[Na+:25].[OH-:24].[OH2:19].[OH2:20].[Sn:21]([Cl:22])[Cl:23]>>[F:1][c:2]1[c:3]([C:4](=[O:5])[O:6][CH3:7])[cH:8][c:9]([NH2:12])[cH:10][cH:11]1. Reactants: COC(=O)c1ccc(C(=O)NN=C(C)c2nn(C)c(-c3ccc(C)c(C)c3)c2O)cc1, CO, Cl, [Na+], [OH-], O. The product is CC(=NNC(=O)c1ccc(C(=O)O)cc1)c1nn(C)c(-c2ccc(C)c(C)c2)c1O. Reaction SMILES: [CH3:1][c:2]1[cH:3][c:4](-[c:9]2[c:10]([OH:31])[c:11]([C:15]([CH3:16])=[N:17][NH:18][C:19](=[O:20])[c:21]3[cH:22][cH:23][c:24]([C:25](=[O:26])[O:27][CH3:28])[cH:29][cH:30]3)[n:12][n:13]2[CH3:14])[cH:5][cH:6][c:7]1[CH3:8].[CH3:32][OH:33].[ClH:36].[Na+:35].[OH-:34].[OH2:37]>>[CH3:1][c:2]1[cH:3][c:4](-[c:9]2[c:10]([OH:31])[c:11]([C:15]([CH3:16])=[N:17][NH:18][C:19](=[O:20])[c:21]3[cH:22][cH:23][c:24]([C:25](=[O:26])[OH:27])[cH:29][cH:30]3)[n:12][n:13]2[CH3:14])[cH:5][cH:6][c:7]1[CH3:8]. The reactants are ClC1=CC=C(C=C1)C(CC(C(F)(F)F)=O)=O (1-(4-chloro-phenyl)-4,4,4-trifluoro-butane-1,3-dione), [N+](=O)(O)[O-].[N+](=O)(O)[O-].FC=1C=C(C=CC1N1C=NC(=C1)C)NC(=N)N (N-[3-fluoro-4-(4-methyl-imidazol-1-yl)-phenyl]-guanidine dinitrate). Product: ClC1=CC=C(C=C1)C1=NC(=NC(=C1)C(F)(F)F)NC1=CC(=C(C=C1)N1C=NC(=C1)C)F ([4-(4-Chloro-phenyl)-6-trifluoromethyl-pyrimidin-2-yl]-[3-fluoro-4-(4-methyl-imidazol-1-yl)-phenyl]-amine), solid. Isolated yield 8.0%. Reaction SMILES: [Cl:1][C:2]1[CH:7]=[CH:6][C:5]([C:8](=O)[CH2:9][C:10](=O)[C:11]([F:14])([F:13])[F:12])=[CH:4][CH:3]=1.[N+]([O-])(O)=O.[N+]([O-])(O)=O.[F:25][C:26]1[CH:27]=[C:28]([NH:38][C:39]([NH2:41])=[NH:40])[CH:29]=[CH:30][C:31]=1[N:32]1[CH:36]=[C:35]([CH3:37])[N:34]=[CH:33]1>>[Cl:1][C:2]1[CH:7]=[CH:6][C:5]([C:8]2[CH:9]=[C:10]([C:11]([F:14])([F:13])[F:12])[N:41]=[C:39]([NH:38][C:28]3[CH:29]=[CH:30][C:31]([N:32]4[CH:36]=[C:35]([CH3:37])[N:34]=[CH:33]4)=[C:26]([F:25])[CH:27]=3)[N:40]=2)=[CH:4][CH:3]=1 |f:1.2.3|. Reported procedure: The title compound was prepared from 1-(4-chloro-phenyl)-4,4,4-trifluoro-butane-1,3-dione (125 mg, 0.5 mmol) and N-[3-fluoro-4-(4-methyl-imidazol-1-yl)-phenyl]-guanidine dinitrate (180 mg, 0.5 mmol) using in analogous manner the procedure described in example 29). Obtained as a pale-yellow solid (18 mg, 8%). Mp 248-250° C. Reactants: FC1=CC=C(CN2N=CN(C2=O)C2=CC(=C(S2)C(=O)O)C)C=C1 (5-(1-(4-fluorobenzyl)-5-oxo-1H-1,2,4-triazol-4(5H)-yl)-3-methylthiophene-2-carboxylic acid), C1(CC1)CCN1N=CN(C1=O)C1=CC(=C(S1)C(=O)O)C (5-(1-(2-cyclopropylethyl)-5-oxo-1H-1,2,4-triazol-4(5H)-yl)-3-methylthiophene-2-carboxylic acid), NCC=1C=NC=CC1 (3-(aminomethyl)-pyridine). Product: C1(CC1)CCN1N=CN(C1=O)C1=CC(=C(S1)C(=O)NCC=1C=NC=CC1)C (5-(1-(2-cyclopropylethyl)-5-oxo-1H-1,2,4-triazol-4(5H)-yl)-3-methyl-N-(pyridin-3-ylmethyl)thiophene-2-carboxamide). Isolated yield 87.0%. RXN SMILES: F[C:2]1[CH:23]=[CH:22][C:5]([CH2:6][N:7]2[C:11](=[O:12])[N:10]([C:13]3[S:17][C:16]([C:18]([OH:20])=O)=[C:15]([CH3:21])[CH:14]=3)[CH:9]=[N:8]2)=CC=1.C1(CCN2C(=O)N(C3SC(C(O)=O)=C(C)C=3)C=N2)CC1.[NH2:44][CH2:45][C:46]1[CH:47]=[N:48][CH:49]=[CH:50][CH:51]=1>>[CH:22]1([CH2:5][CH2:6][N:7]2[C:11](=[O:12])[N:10]([C:13]3[S:17][C:16]([C:18]([NH:44][CH2:45][C:46]4[CH:47]=[N:48][CH:49]=[CH:50][CH:51]=4)=[O:20])=[C:15]([CH3:21])[CH:14]=3)[CH:9]=[N:8]2)[CH2:23][CH2:2]1. Procedure details: Following the procedure as described in Example 31, making variations as required to replace 5-(1-(4-fluorobenzyl)-5-oxo-1H-1,2,4-triazol-4(5H)-yl)-3-methylthiophene-2-carboxylic acid with 5-(1-(2-cyclopropylethyl)-5-oxo-1H-1,2,4-triazol-4(5H)-yl)-3-methylthiophene-2-carboxylic acid to react with 3-(aminomethyl)-pyridine, the title compound was obtained as a colorless solid in 87% yield: mp 148-150° C.; 1H NMR (300 MHz, CDCl3) δ 8.58 (s, 1H), 8.52 (s, 1H), 7.74 (s, 1 H), 7.69 (d, J=7.7 Hz, 1H), ... Reactants: [H-].[Na+] (Sodium hydride), C1(=CC=CC=C1)C(=O)C1=CC2=C(NC(=N2)CCC)C=C1 (phenyl-(2-propyl-1H-benzoimidazol-5-yl)methanone), ClC=1C=C(CBr)C=CC1Cl (3,4-dichlorobenzyl bromide). The solvent is CN(C)C=O (DMF). Run at time 0.5 hour. The product is ClC=1C=C(CN2C(=NC3=C2C=CC(=C3)C(=O)C3=CC=CC=C3)CCC)C=CC1Cl ([1-(3,4-Dichloro-benzyl)-2-propyl-1H-benzoimidazol-5-yl]-phenyl-methanone). Yield: 50.0%. As a reaction SMILES: [C:1]1([C:7]([C:9]2[CH:20]=[CH:19][C:12]3[NH:13][C:14]([CH2:16][CH2:17][CH3:18])=[N:15][C:11]=3[CH:10]=2)=[O:8])[CH:6]=[CH:5][CH:4]=[CH:3][CH:2]=1.[H-].[Na+].[Cl:23][C:24]1[CH:25]=[C:26]([CH:29]=[CH:30][C:31]=1[Cl:32])[CH2:27]Br>CN(C=O)C>[Cl:23][C:24]1[CH:25]=[C:26]([CH:29]=[CH:30][C:31]=1[Cl:32])[CH2:27][N:13]1[C:12]2[CH:19]=[CH:20][C:9]([C:7]([C:1]3[CH:2]=[CH:3][CH:4]=[CH:5][CH:6]=3)=[O:8])=[CH:10][C:11]=2[N:15]=[C:14]1[CH2:16][CH2:17][CH3:18] |f:1.2|. Procedure: A solution of phenyl-(2-propyl-1H-benzoimidazol-5-yl)methanone (5.28 g; 0.02 mol) in DMF (80 mL) was stirred under an atmosphere of nitrogen. Sodium hydride (60% dispersion in oil, 0.8 g; 0.02 mol) was added. The mixture was then stirred for 0.5 hour at ambient temperature. 3,4-dichlorobenzyl bromide (4.8 g; 0.02 mol) was then added in portions. The mixture was stirred at 80-90° C. for 3.5 hours, then at ambient temperature for 18 hours. The solvent was evaporated under vacuum. The residue was e...